From a dataset of the Open Reaction Database (ORD), a public repository of structured organic reaction records. describe an organic reaction: reactants, conditions, products, and yield Yields the product COC(=O)C1CN(Cc2ccc(CSc3ccc(-c4ccccc4)c(C(F)(F)F)c3)cc2)C1. Reaction SMILES: [Br:1][CH2:2][c:3]1[cH:4][cH:5][c:6]([CH2:7][S:8][c:9]2[cH:10][c:11]([C:21]([F:22])([F:23])[F:24])[c:12](-[c:15]3[cH:16][cH:17][cH:18][cH:19][cH:20]3)[cH:13][cH:14]2)[cH:25][cH:26]1.[CH3:27][O:28][C:29](=[O:30])[CH:31]1[CH2:32][NH:33][CH2:34]1.[CH:35]([N:36]([CH2:37][CH3:38])[CH:39]([CH3:40])[CH3:41])([CH3:42])[CH3:43].[Cl:44][CH2:45][Cl:46]>>[CH2:2]([c:3]1[cH:4][cH:5][c:6]([CH2:7][S:8][c:9]2[cH:10][c:11]([C:21]([F:22])([F:23])[F:24])[c:12](-[c:15]3[cH:16][cH:17][cH:18][cH:19][cH:20]3)[cH:13][cH:14]2)[cH:25][cH:26]1)[N:33]1[CH2:32][CH:31]([C:29]([O:28][CH3:27])=[O:30])[CH2:34]1. Starting materials: FC(F)(F)c1cc(SCc2ccc(CBr)cc2)ccc1-c1ccccc1, COC(=O)C1CNC1, CCN(C(C)C)C(C)C, ClCCl. RXN SMILES: [CH3:25][OH:26].[F:1][c:2]1[c:3]([C:10]2=[C:11]([C:20](=[O:21])[O:22][CH3:23])[CH2:12][C:13]3([O:14][CH2:15][CH2:16][O:17]3)[CH2:18][CH2:19]2)[cH:4][c:5]([F:9])[c:6]([F:8])[cH:7]1.[Mg:24]>>[F:1][c:2]1[c:3]([CH:10]2[CH:11]([C:20](=[O:21])[O:22][CH3:23])[CH2:12][C:13]3([O:14][CH2:15][CH2:16][O:17]3)[CH2:18][CH2:19]2)[cH:4][c:5]([F:9])[c:6]([F:8])[cH:7]1. Product: COC(=O)C1CC2(CCC1c1cc(F)c(F)cc1F)OCCO2. The reactants are CO, COC(=O)C1=C(c2cc(F)c(F)cc2F)CCC2(C1)OCCO2, [Mg]. Reactants: CCOC(OCC)c1ccccc1Br, CCCCCC, O=Cc1ccccc1F, [Li]CCCC, C1CCOC1. Product: CCOC(OCC)c1ccccc1C(O)c1ccccc1F. As a reaction SMILES: [CH2:1]([CH3:2])[O:3][CH:4]([c:5]1[c:6]([Br:11])[cH:7][cH:8][cH:9][cH:10]1)[O:12][CH2:13][CH3:14].[CH3:29][CH2:30][CH2:31][CH2:32][CH2:33][CH3:34].[F:20][c:21]1[c:22]([CH:23]=[O:24])[cH:25][cH:26][cH:27][cH:28]1.[Li:15][CH2:16][CH2:17][CH2:18][CH3:19].[O:35]1[CH2:36][CH2:37][CH2:38][CH2:39]1>>[CH2:1]([CH3:2])[O:3][CH:4]([c:5]1[c:6]([CH:23]([c:22]2[c:21]([F:20])[cH:28][cH:27][cH:26][cH:25]2)[OH:24])[cH:7][cH:8][cH:9][cH:10]1)[O:12][CH2:13][CH3:14]. The reactants are ClC=1C(=CC2=C(SC(=C2)CCC)C1Cl)O (6,7-dichloro-5-hydroxy-2-n-propylbenzo[b]thiophene), BrCC(=O)OCC (ethyl bromoacetate), C([O-])([O-])=O.[K+].[K+] (potassium carbonate), CC(CC)=O (2-butanone). Solvent: CN(C=O)C (dimethylformamide). Conditions: time 3 day. Yields the product C(C)OC(COC1=CC2=C(SC(=C2)CCC)C(=C1Cl)Cl)=O (ethyl[(6,7-dichloro-2-n-propylbenzo[b]thien-5-yl)oxy]acetate). Isolated yield 58.9%. Reaction SMILES: [Cl:1][C:2]1[C:3]([OH:15])=[CH:4][C:5]2[CH:9]=[C:8]([CH2:10][CH2:11][CH3:12])[S:7][C:6]=2[C:13]=1[Cl:14].Br[CH2:17][C:18]([O:20][CH2:21][CH3:22])=[O:19].C(=O)([O-])[O-].[K+].[K+].CC(=O)CC>CN(C)C=O>[CH2:21]([O:20][C:18](=[O:19])[CH2:17][O:15][C:3]1[C:2]([Cl:1])=[C:13]([Cl:14])[C:6]2[S:7][C:8]([CH2:10][CH2:11][CH3:12])=[CH:9][C:5]=2[CH:4]=1)[CH3:22] |f:2.3.4|. Procedure: A mixture of 11.5 g of 6,7-dichloro-5-hydroxy-2-n-propylbenzo[b]thiophene, 8.82 g of ethyl bromoacetate, 7.52 g of potassium carbonate, 135 ml of 2-butanone and 9 ml of dimethylformamide is stirred for 3 days. The reaction mixture is filtered and 100 ml of water and 100 ml of ether are added. The layers are separated and the aqueous layer is extracted 2 times with 100-ml portions of ether. The combined organic layers are dried, filtered and the filtrate is evaporated to give an oil which crystal... Starting materials: COC1=CC=C(C=C1)N(C)C1=NC(=NC2=CC=CC=C12)C(=O)OCC (ethyl 4-(N-(4-methoxy-phenyl)-N-methylamino)quinazoline-2-carboxylate), [OH-].[Na+] (sodium hydroxide). The solvent is CO (methanol), O (water). Reaction conditions: time 5 hour. Yields the product COC1=CC=C(C=C1)N(C)C1=NC(=NC2=CC=CC=C12)C(=O)O (4-(N-(4-Methoxy-phenyl)-N-methylamino)quinazoline-2-carboxylic Acid). Reaction SMILES: [CH3:1][O:2][C:3]1[CH:8]=[CH:7][C:6]([N:9]([C:11]2[C:20]3[C:15](=[CH:16][CH:17]=[CH:18][CH:19]=3)[N:14]=[C:13]([C:21]([O:23]CC)=[O:22])[N:12]=2)[CH3:10])=[CH:5][CH:4]=1.[OH-].[Na+]>CO.O>[CH3:1][O:2][C:3]1[CH:8]=[CH:7][C:6]([N:9]([C:11]2[C:20]3[C:15](=[CH:16][CH:17]=[CH:18][CH:19]=3)[N:14]=[C:13]([C:21]([OH:23])=[O:22])[N:12]=2)[CH3:10])=[CH:5][CH:4]=1 |f:1.2|. Procedure details: A mixture of ethyl 4-(N-(4-methoxy-phenyl)-N-methylamino)quinazoline-2-carboxylate (560 mg, 1.66 mmol) and sodium hydroxide (126 mg, 3.15 mmol) in 25 mL of methanol and water (1:3) was stirred at room temperature for 5 h. The solvents were removed under vaccum, and the residue was dissolved in 50 mL of water and acidified to pH 3. The white precipitate was collected and washed with water and dried (380 mg, 1.23 mmol, 74%). 1H NMR (CDCl3): 8.02-8.05 (m, 1H), 7.68 (ddd, J=1H, 8.4, 6.9, 1.5), 7.14-...